From a dataset of the Open Reaction Database (ORD), a public repository of structured organic reaction records. describe an organic reaction: reactants, conditions, products, and yield Starting materials: C(=O)C=1C2=C(OC1C)C(=CC=C2)[N+](=O)[O-] (3-formyl-2-methyl-7-nitrobenzo[b]furan), [BH4-].[Na+] (sodium borohydride), O (water). Solvent: CO (methanol). Reaction conditions: time 2 hour. The product is OCC=1C2=C(OC1C)C(=CC=C2)[N+](=O)[O-] (3-hydroxymethyl-2-methyl-7-nitrobenzo[b]furan). The yield is 74.7%. Reaction SMILES: [CH:1]([C:3]1[C:4]2[CH:12]=[CH:11][CH:10]=[C:9]([N+:13]([O-:15])=[O:14])[C:5]=2[O:6][C:7]=1[CH3:8])=[O:2].[BH4-].[Na+].O>CO>[OH:2][CH2:1][C:3]1[C:4]2[CH:12]=[CH:11][CH:10]=[C:9]([N+:13]([O-:15])=[O:14])[C:5]=2[O:6][C:7]=1[CH3:8] |f:1.2|. Procedure details: A mixture of 3-formyl-2-methyl-7-nitrobenzo[b]furan (1.83 g) and sodium borohydride (200 mg) in methanol (40 ml) was stirred at ambient temperature for 2 hours. The reaction mixture was poured into cold water. The separated oil was extracted with dichloromethane. The extract was washed with brine, dried and evaporated in vacuo. The residue was purified by column chromatography on silica gel to give 3-hydroxymethyl-2-methyl-7-nitrobenzo[b]furan (1.38 g) as a solid. Reactants: CCOC(=O)CNc1ncc(Br)nc1NC1CCC(OC)CC1, O, O=P(O)(O)O. Product: COC1CCC(N2C(=O)CNc3ncc(Br)nc32)CC1. As a reaction SMILES: [Br:1][c:2]1[n:3][c:4]([NH:15][CH:16]2[CH2:17][CH2:18][CH:19]([O:22][CH3:23])[CH2:20][CH2:21]2)[c:5]([NH:8][CH2:9][C:10](=[O:11])[O:12][CH2:13][CH3:14])[n:6][cH:7]1.[OH2:29].[P:24](=[O:25])([OH:26])([OH:27])[OH:28]>>[Br:1][c:2]1[n:3][c:4]2[c:5]([n:6][cH:7]1)[NH:8][CH2:9][C:10](=[O:11])[N:15]2[CH:16]1[CH2:17][CH2:18][CH:19]([O:22][CH3:23])[CH2:20][CH2:21]1. Reactants: ClC1=CC=C(C=C1)C1=N[C@]2(C=3N(C4=C1C(=C(S4)C)C)C(=NN3)C)[C@@H](C2)C(=O)O ((1S,2R)-4′-(4-chlorophenyl)-2′,3′,9′-trimethylspiro[cyclopropane-1,6′-thieno[3,2-f][1,2,4]triazolo[4,3-a][1,4]diazepine]-2-carboxylic acid), ClC1=CC=C(C=C1)C1=N[C@@]2(C=3N(C4=C1C(=C(S4)C)C)C(=NN3)C)C(C2)C=O ((1R)-4′-(4-chlorophenyl)-2′,3′,9′-trimethylspiro[cyclopropane-1,6′-thieno[3,2-f][1,2,4]triazolo[4,3-a][1,4]diazepine]-2-carbaldehyde). The product is ClC1=CC=C(C=C1)C1=N[C@@]2(C=3N(C4=C1C(=C(S4)C)C)C(=NN3)C)C(C2)C(=O)O ((1R)-4′-(4-Chlorophenyl)-2′,3′,9′-trimethylspiro[cyclopropane-1,6′-thieno[3,2-f][1,2,4]triazolo[4,3-a][1,4]diazepine]-2-carboxylic acid). Reaction SMILES: [Cl:1][C:2]1[CH:7]=[CH:6][C:5]([C:8]2[C:14]3[C:15]([CH3:19])=[C:16]([CH3:18])[S:17][C:13]=3[N:12]3[C:20]([CH3:23])=[N:21][N:22]=[C:11]3[C@@:10]3([CH2:25][C@H:24]3[C:26]([OH:28])=[O:27])[N:9]=2)=[CH:4][CH:3]=1.ClC1C=CC(C2C3C(C)=C(C)SC=3N3C(C)=NN=C3[C@]3(CC3C=O)N=2)=CC=1>>[Cl:1][C:2]1[CH:3]=[CH:4][C:5]([C:8]2[C:14]3[C:15]([CH3:19])=[C:16]([CH3:18])[S:17][C:13]=3[N:12]3[C:20]([CH3:23])=[N:21][N:22]=[C:11]3[C@:10]3([CH2:25][CH:24]3[C:26]([OH:28])=[O:27])[N:9]=2)=[CH:6][CH:7]=1. Procedure: A procedure analogous to that set forth for Compound 228 was followed, with the exception that (1R)-4′-(4-chlorophenyl)-2′,3′,9′-trimethylspiro[cyclopropane-1,6′-thieno[3,2-f][1,2,4]triazolo[4,3-a][1,4]diazepine]-2-carbaldehyde was used as starting material. LRMS (M+H)+: 413 m/z.